The task is: describe an organic reaction: reactants, conditions, products, and yield. This data is from the Open Reaction Database (ORD), a public repository of structured organic reaction records. Starting materials: C(C1=CC=CC=C1)OC1=CC=C(C=C1)CC(C(=O)OC)OCC (methyl 3-[4-benzyloxyphenyl)-2-ethoxypropanoate), [H][H] (hydrogen). The reagents and catalysts are [Pd] (Pd-C). Run in C(C)(=O)OCC (ethyl acetate). Product: OC1=CC=C(C=C1)CC(C(=O)OC)OCC (Methyl 3-(4-hydroxyphenyl)-2-ethoxypropanoate). Isolated yield 83.3%. RXN SMILES: C([O:8][C:9]1[CH:14]=[CH:13][C:12]([CH2:15][CH:16]([O:21][CH2:22][CH3:23])[C:17]([O:19][CH3:20])=[O:18])=[CH:11][CH:10]=1)C1C=CC=CC=1.[H][H]>C(OCC)(=O)C.[Pd]>[OH:8][C:9]1[CH:10]=[CH:11][C:12]([CH2:15][CH:16]([O:21][CH2:22][CH3:23])[C:17]([O:19][CH3:20])=[O:18])=[CH:13][CH:14]=1. Procedure: A suspension of methyl 3-[4-benzyloxyphenyl)-2-ethoxypropanoate (3.7 g, 11.78 mmol; preparation 2) and 10% Pd-C (0.37 g) in ethyl acetate (50 mL) was stirred at 25° C. under 60 psi hydrogen pressure for 24 h. The catalyst was filtered and the solvent was evaporated under reduced pressure. The residue was chromatographed over silica gel using a mixture of ethyl acetate and pet. ether (2:8) as an eluent to afford the title compound (2.2 g, 84%) as an oil.